Dataset: the Open Reaction Database (ORD), a public repository of structured organic reaction records. Task: describe an organic reaction: reactants, conditions, products, and yield Reactants: FC1=CC=C2C(=NNC(C2=C1)=O)C1=CC=C(C=C1)F (7-fluoro-4-(4-fluorophenyl)-2H-phthalazin-1-one), P(=O)(Cl)(Cl)Cl (phosphoryl chloride). The product is ClC1=NN=C(C2=CC=C(C=C12)F)C1=CC=C(C=C1)F (1-Chloro-7-fluoro-4-(4-fluorophenyl)phthalazine). Reaction SMILES: [F:1][C:2]1[CH:11]=[C:10]2[C:5]([C:6]([C:13]3[CH:18]=[CH:17][C:16]([F:19])=[CH:15][CH:14]=3)=[N:7][NH:8][C:9]2=O)=[CH:4][CH:3]=1.P(Cl)(Cl)([Cl:22])=O>>[Cl:22][C:9]1[C:10]2[C:5](=[CH:4][CH:3]=[C:2]([F:1])[CH:11]=2)[C:6]([C:13]2[CH:18]=[CH:17][C:16]([F:19])=[CH:15][CH:14]=2)=[N:7][N:8]=1. Procedure: This compound is obtained according to the procedure described in 1.3. by reacting 7-fluoro-4-(4-fluorophenyl)-2H-phthalazin-1-one with phosphoryl chloride. Reactants: [Al+3], CCc1cc(O)cc(O)c1, CCOC(OCC)OCC, [Cl-], [Cl-], [Cl-], Cl, c1ccccc1. Yields the product CCc1cc(O)cc(O)c1C=O. RXN SMILES: [Al+3:22].[CH2:1]([CH3:2])[c:3]1[cH:4][c:5]([OH:10])[cH:6][c:7]([OH:9])[cH:8]1.[CH:11]([O:12][CH2:19][CH3:20])([O:13][CH2:14][CH3:15])[O:16][CH2:17][CH3:18].[Cl-:21].[Cl-:23].[Cl-:24].[ClH:25].[cH:26]1[cH:27][cH:28][cH:29][cH:30][cH:31]1>>[CH2:1]([CH3:2])[c:3]1[c:4]([CH:11]=[O:12])[c:5]([OH:10])[cH:6][c:7]([OH:9])[cH:8]1. Starting materials: C(C)(=O)OC(C)=O (acetic anhydride), NC1=C(C=O)C=CC(=C1O)OC (2-Amino-3-hydroxy-4-methoxybenzaldehyde), NaCI. The solvent is N1=CC=CC=C1 (pyridine). Conditions: temperature 60 celsius, time 1.5 hour. Yields the product C(C)(=O)NC1=C(C=O)C=CC(=C1O)OC (2-Acetamido-3-hydroxy-4-methoxybenzaldehyde), solid. As a reaction SMILES: [NH2:1][C:2]1[C:9]([OH:10])=[C:8]([O:11][CH3:12])[CH:7]=[CH:6][C:3]=1[CH:4]=[O:5].[C:13](OC(=O)C)(=[O:15])[CH3:14]>N1C=CC=CC=1>[C:13]([NH:1][C:2]1[C:9]([OH:10])=[C:8]([O:11][CH3:12])[CH:7]=[CH:6][C:3]=1[CH:4]=[O:5])(=[O:15])[CH3:14]. Reported procedure: 2-Amino-3-hydroxy-4-methoxybenzaldehyde (20.0 g, 0.12 mol) [M. Grossa, F. Wessely Monatsh. Chem. 1966, 97, 1384-1390] is dissolved at RT in a mixture of pyridine (250 ml) and acetic anhydride (250 ml). The solution is warmed to 60° C. and stirred for 1.5 h. The reaction solution is then poured onto a mixture of ice and half-concentrated aqueous NaCI solution (1:1), extracted with ethyl acetate (5 times), dried over MgSO4, filtered off and concentrated in vacuo. The title compound is obtained as ... Reactants: FC=1C=C(CC(N)C(=O)O)C=CC1 (3-fluoro-DL-phenylalanine), C=O (formaldehyde). Solvent: Cl (HCl). Run at temperature 90 celsius, time 3.5 hour. Product: FC=1C=C2CC(NCC2=CC1)C(=O)O (6-fluoro-1,2,3,4-tetrahydroisoquinoline-3-carboxylic acid). As a reaction SMILES: [F:1][C:2]1[CH:3]=[C:4]([CH:11]=[CH:12][CH:13]=1)[CH2:5][CH:6]([C:8]([OH:10])=[O:9])[NH2:7].[CH2:14]=O>Cl>[F:1][C:2]1[CH:3]=[C:4]2[C:11](=[CH:12][CH:13]=1)[CH2:14][NH:7][CH:6]([C:8]([OH:10])=[O:9])[CH2:5]2. Procedure details: To a suspension of 3-fluoro-DL-phenylalanine (100 g) in conc. HCl (1.0 L) was added aq. formaldehyde solution (37% wt.; 400 mL). The reaction mixture was heated to 90° C. and stirred for 3.5 h, then cooled to RT and stirred overnight and filtered. The filtrate was concentrated and the residue was combined with the precipitate to give 6-fluoro-1,2,3,4-tetrahydroisoquinoline-3-carboxylic acid, which was used without further purification. LRMS (M+H+) m/z 196.1.